Dataset: the Open Reaction Database (ORD), a public repository of structured organic reaction records. Task: describe an organic reaction: reactants, conditions, products, and yield Starting materials: CC1(COC(OC1)CCCOC1=CC=C(C=C1)CCCOC1=C(C=C(C(=O)OC)C=C1)C(=O)NC1CC(CCC1)C(=O)OC)C (methyl 4-(3-{4-[3-(5,5-dimethyl-1,3-dioxan-2-yl)propoxy]-phenyl}propoxy)-3-({[3-(methoxycarbonyl)cyclohexyl]amino}carbonyl)benzoate), Cl (hydrochloric acid). Reaction SMILES: [CH3:1][C:2]1([CH3:45])[CH2:7][O:6][CH:5]([CH2:8][CH2:9][CH2:10][O:11][C:12]2[CH:17]=[CH:16][C:15]([CH2:18][CH2:19][CH2:20][O:21][C:22]3[CH:31]=[CH:30][C:25]([C:26]([O:28][CH3:29])=[O:27])=[CH:24][C:23]=3[C:32]([NH:34][CH:35]3[CH2:40][CH2:39][CH2:38][CH:37]([C:41]([O:43]C)=[O:42])[CH2:36]3)=[O:33])=[CH:14][CH:13]=2)[O:4][CH2:3]1.Cl>CO.C1COCC1.[OH-].[Na+]>[C:41]([CH:37]1[CH2:38][CH2:39][CH2:40][CH:35]([NH:34][C:32]([C:23]2[CH:24]=[C:25]([CH:30]=[CH:31][C:22]=2[O:21][CH2:20][CH2:19][CH2:18][C:15]2[CH:16]=[CH:17][C:12]([O:11][CH2:10][CH2:9][CH2:8][CH:5]3[O:4][CH2:3][C:2]([CH3:45])([CH3:1])[CH2:7][O:6]3)=[CH:13][CH:14]=2)[C:26]([O:28][CH3:29])=[O:27])=[O:33])[CH2:36]1)([OH:43])=[O:42] |f:4.5|. Product: C(=O)(O)C1CC(CCC1)NC(=O)C=1C=C(C(=O)OC)C=CC1OCCCC1=CC=C(C=C1)OCCCC1OCC(CO1)(C)C (Methyl 3-{[(3-carboxycyclohexyl)amino]carbonyl}-4-(3-{4-[3-(5,5-dimethyl-1,3-dioxan-2-yl)propoxy]phenyl}propoxy)benzoate). Isolated yield 77.9%. Procedure details: A solution of 70.0 mg of methyl 4-(3-{4-[3-(5,5-dimethyl-1,3-dioxan-2-yl)propoxy]-phenyl}propoxy)-3-({[3-(methoxycarbonyl)cyclohexyl]amino}carbonyl)benzoate in 1 ml each of methanol, THF and 2 molar sodium hydroxide solution is stirred at a temperature of 60° C. for 2 hours. Then 1.1 ml of 2 molar hydrochloric acid are added, and the reaction mixture is left to stand open at room temperature for 15 hours. A precipitate separates out and is filtered off with suction and washed with water. If the ... Reaction conditions: time 15 hour. Solvent: CO (methanol), C1CCOC1 (THF), [OH-].[Na+] (sodium hydroxide). Reactants: Cc1c(F)c(F)cc(C(=O)O)c1F, O=[N+]([O-])O, O=S(=O)(O)O. Product: Cc1c(F)c(F)c([N+](=O)[O-])c(C(=O)O)c1F. Reaction SMILES: [F:5][c:6]1[c:7]([C:8](=[O:9])[OH:10])[cH:11][c:12]([F:17])[c:13]([F:16])[c:14]1[CH3:15].[OH:1][N+:2]([O-:3])=[O:4].[S:18](=[O:19])(=[O:20])([OH:21])[OH:22]>>[O-:1][N+:2](=[O:4])[c:11]1[c:7]([C:8](=[O:9])[OH:10])[c:6]([F:5])[c:14]([CH3:15])[c:13]([F:16])[c:12]1[F:17].